From a dataset of the Open Reaction Database (ORD), a public repository of structured organic reaction records. describe an organic reaction: reactants, conditions, products, and yield Starting materials: C(C)(C)(C)OC(NC1=C(C=C(C=C1)C1=CC=CC=C1)NC(CC(=O)C=1SC=CC1Cl)=O)=O ({3-[3-(3-chloro-thiophen-2-yl)-3-oxo-propionylamino]-biphenyl-4-yl}-carbamic acid tert.-butyl ester), C(=O)(C(F)(F)F)O (TFA). Solvent: C(Cl)Cl (CH2Cl2). The product is ClC1=C(SC=C1)C1=NC2=C(NC(C1)=O)C=C(C=C2)C2=CC=CC=C2 (4-(3-Chloro-thiophen-2-yl)-8-phenyl-1,3-dihydro-benzo[b][1,4]diazepin-2-one). Yield: 125.5%. Reaction SMILES: C(OC(=O)[NH:7][C:8]1[CH:13]=[CH:12][C:11]([C:14]2[CH:19]=[CH:18][CH:17]=[CH:16][CH:15]=2)=[CH:10][C:9]=1[NH:20][C:21](=[O:31])[CH2:22][C:23]([C:25]1[S:26][CH:27]=[CH:28][C:29]=1[Cl:30])=O)(C)(C)C.C(O)(C(F)(F)F)=O>C(Cl)Cl>[Cl:30][C:29]1[CH:28]=[CH:27][S:26][C:25]=1[C:23]1[CH2:22][C:21](=[O:31])[NH:20][C:9]2[CH:10]=[C:11]([C:14]3[CH:19]=[CH:18][CH:17]=[CH:16][CH:15]=3)[CH:12]=[CH:13][C:8]=2[N:7]=1. Procedure: Prepared from {3-[3-(3-chloro-thiophen-2-yl)-3-oxo-propionylamino]-biphenyl-4-yl}-carbamic acid tert.-butyl ester (Example K20) (100 mg, 0.21 mmol) by treatment with TFA in CH2Cl2 according to the general procedure M. Obtained as a yellow solid (93 mg). Reactants: CC(=Cc1ccccc1)C(=O)O, CN(C)C=O, O=S(Cl)Cl. Product: CC(=Cc1ccccc1)C(=O)Cl. As a reaction SMILES: [CH3:1][C:2]([C:3](=[O:4])[OH:5])=[CH:6][c:7]1[cH:8][cH:9][cH:10][cH:11][cH:12]1.[O:17]=[CH:18][N:19]([CH3:20])[CH3:21].[S:13]([Cl:14])([Cl:15])=[O:16]>>[CH3:1][C:2]([C:3](=[O:4])[Cl:15])=[CH:6][c:7]1[cH:8][cH:9][cH:10][cH:11][cH:12]1. RXN SMILES: [CH3:21][c:22]1[cH:23][c:24]([NH2:25])[cH:26][c:27]([CH3:36])[c:28]1[S:29](=[O:30])(=[O:31])[CH2:32][N+:33](=[O:34])[O-:35].[CH3:9][O:10][c:11]1[cH:12][cH:13][c:14]([S:17](=[O:18])(=[O:19])[Cl:20])[cH:15][cH:16]1.[ClH:37].[K+:8].[O:38]1[CH2:39][CH2:40][CH2:41][CH2:42]1.[OH-:7].[OH2:43].[cH:1]1[cH:2][cH:3][n:4][cH:5][cH:6]1>>[CH3:9][O:10][c:11]1[cH:12][cH:13][c:14]([S:17](=[O:18])(=[O:19])[NH:25][c:24]2[cH:23][c:22]([CH3:21])[c:28]([S:29](=[O:30])(=[O:31])[CH2:32][N+:33](=[O:34])[O-:35])[c:27]([CH3:36])[cH:26]2)[cH:15][cH:16]1. The reactants are Cc1cc(N)cc(C)c1S(=O)(=O)C[N+](=O)[O-], COc1ccc(S(=O)(=O)Cl)cc1, Cl, [K+], C1CCOC1, [OH-], O, c1ccncc1. The product is COc1ccc(S(=O)(=O)Nc2cc(C)c(S(=O)(=O)C[N+](=O)[O-])c(C)c2)cc1. Reactants: ClC1=C(C=CC(=C1)Cl)CCN (2-(2,4-dichlorophenyl)ethylamine), CN1C(C=CC=2C(CCCC12)=O)=O (5,6,7,8-tetrahydro-1-methyl-5-oxo-2(1H)-quinolinone), C1(=CC=C(C=C1)S(=O)(=O)O)C (para-toluenesulfonic acid). The solvent is C1(=CC=CC=C1)C (toluene). Run at time 40 hour. Product: ClC1=C(C=CC(=C1)Cl)CCNC1C=2C=CC(N(C2CCC1)C)=O (5-[[2-(2,4-Dichlorophenyl)ethyl]amino]-5,6,7,8-tetrahydro-1-methyl-2(1H)-quinolinone). Isolated yield 42.0%. As a reaction SMILES: [Cl:1][C:2]1[CH:7]=[C:6]([Cl:8])[CH:5]=[CH:4][C:3]=1[CH2:9][CH2:10][NH2:11].[CH3:12][N:13]1[C:22]2[CH2:21][CH2:20][CH2:19][C:18](=O)[C:17]=2[CH:16]=[CH:15][C:14]1=[O:24].C1(C)C=CC(S(O)(=O)=O)=CC=1>C1(C)C=CC=CC=1>[Cl:1][C:2]1[CH:7]=[C:6]([Cl:8])[CH:5]=[CH:4][C:3]=1[CH2:9][CH2:10][NH:11][CH:18]1[CH2:19][CH2:20][CH2:21][C:22]2[N:13]([CH3:12])[C:14](=[O:24])[CH:15]=[CH:16][C:17]1=2. Procedure details: A mixture of 2-(2,4-dichlorophenyl)ethylamine (3.8 g), 5,6,7,8-tetrahydro-1-methyl-5-oxo-2(1H)-quinolinone (3.0 g), and para-toluenesulfonic acid (256 mg) was heated in refluxing toluene (50 ml), with azeotropic removal of water, for 40 hrs. An additional 2.0 g of the amine was added and the mixture was refluxed for 36 hrs. The solution was cooled and concentrated in vacuo. Sodium borohydride (0.6 g) was added to a solution of the residue in 50 ml of ethyl alcohol, and the mixture was stirred at...